From a dataset of the Open Reaction Database (ORD), a public repository of structured organic reaction records. describe an organic reaction: reactants, conditions, products, and yield Starting materials: O=C([O-])[O-], CC(C)(C)OC(=O)CCCBr, CCCC[N+](CCCC)(CCCC)CCCC, C1CCOC1, [I-], [K+], [K+], CC(O)CN. The product is CC(O)CNCCCC(=O)OC(C)(C)C. RXN SMILES: [C:1](=[O:2])([O-:3])[O-:4].[C:7]([CH3:8])([CH3:9])([CH3:10])[O:11][C:12]([CH2:13][CH2:14][CH2:15][Br:16])=[O:17].[CH2:24]([N+:25]([CH2:26][CH2:27][CH2:28][CH3:29])([CH2:30][CH2:31][CH2:32][CH3:33])[CH2:34][CH2:35][CH2:36][CH3:37])[CH2:38][CH2:39][CH3:40].[CH2:41]1[O:42][CH2:43][CH2:44][CH2:45]1.[I-:23].[K+:5].[K+:6].[NH2:18][CH2:19][CH:20]([CH3:21])[OH:22]>>[C:7]([CH3:8])([CH3:9])([CH3:10])[O:11][C:12]([CH2:13][CH2:14][CH2:15][NH:18][CH2:19][CH:20]([CH3:21])[OH:22])=[O:17]. Starting materials: C(C)OC(C(Cl)Cl)=O (dichloroacetic acid ethyl ester), Cl (hydrochloric acid), C([O-])([O-])=O.[K+].[K+] (potassium carbonate), CC=1C=C(C(=CC1S(=O)(=O)C1=CC=CC=C1)O)O (4-methyl-5-phenylsulphonyl-1,2-benzenediol). Run in COCCOC (1,2-dimethoxyethane), O (water), COCCOC (1,2-dimethoxyethane). Product: CC1=CC2=C(OC(O2)C(=O)O)C=C1S(=O)(=O)C1=CC=CC=C1 (5-methyl-6-phenylsulphonyl-1,3-benzodioxole-2-carboxylic acid). As a reaction SMILES: C(=O)([O-])[O-].[K+].[K+].[CH3:7][C:8]1[CH:9]=[C:10]([OH:24])[C:11]([OH:23])=[CH:12][C:13]=1[S:14]([C:17]1[CH:22]=[CH:21][CH:20]=[CH:19][CH:18]=1)(=[O:16])=[O:15].C([O:27][C:28](=[O:32])[CH:29](Cl)Cl)C.Cl>COCCOC.O>[CH3:7][C:8]1[C:13]([S:14]([C:17]2[CH:22]=[CH:21][CH:20]=[CH:19][CH:18]=2)(=[O:16])=[O:15])=[CH:12][C:11]2[O:23][CH:29]([C:28]([OH:32])=[O:27])[O:24][C:10]=2[CH:9]=1 |f:0.1.2|. Reported procedure: 27.7 g (200 mmol) of anhydrous potassium carbonate are added to a suspension of 10.6 g (40 mmol) of 4-methyl-5-phenylsulphonyl-1,2-benzenediol in 65 ml of cold 1,2-dimethoxyethane. While stirring vigorously, a solution of 7.85 g (50 mmol) of dichloroacetic acid ethyl ester in 5 ml of 1,2-dimethoxyethane is added dropwise thereto in the course of 30 minutes. The mixture is stirred for a further hour at room temperature and is then boiled under reflux for 3 hours while stirring. It is then cooled ... Starting materials: CC(=O)O, CO, COC(=O)c1ccc(Cl)c([N+](=O)[O-])c1O, [Fe]. Reaction SMILES: [CH3:16][C:17](=[O:18])[OH:19].[CH3:21][OH:22].[Cl:1][c:2]1[c:3]([N+:13]([O-:14])=[O:15])[c:4]([OH:12])[c:5]([C:6](=[O:7])[O:8][CH3:9])[cH:10][cH:11]1.[Fe:20]>>[Cl:1][c:2]1[c:3]([NH2:13])[c:4]([OH:12])[c:5]([C:6](=[O:7])[O:8][CH3:9])[cH:10][cH:11]1. Yields the product COC(=O)c1ccc(Cl)c(N)c1O. Run in O1CCCC1 (tetrahydrofuran), O (water), O1CCOCC1 (dioxane), CCCCCC (hexane), C(C)(=O)OCC (ethyl acetate). Starting materials: N1C=CC=C1 (pyrrole), [OH-].[Li+] (lithium hydroxide), [H-].[Na+] (Sodium hydride), N1C=CC=2C(CCCC12)=O (1,5,6,7-tetrahydro-4H-indol-4-one), ClC=1C=C(CBr)C=CC1 (3-chlorobenzylbromide), sulfoxides, C1(=CC=CC=C1)S(=O)OC (methyl benzenesulfinate). Product: ClC=1C=C(CN2C=CC=3C(CCCC23)=O)C=CC1 (1-(3-chlorobenzyl)-4-oxo-4,5,6,7-tetrahydroindole), yellow solid. RXN SMILES: [NH:1]1[C:9]2[CH2:8][CH2:7][CH2:6][C:5](=[O:10])[C:4]=2[CH:3]=[CH:2]1.[Cl:11][C:12]1[CH:13]=[C:14]([CH:17]=[CH:18][CH:19]=1)[CH2:15]Br.N1C=CC=C1.[H-].[Na+].C1(S(OC)=O)C=CC=CC=1.[OH-].[Li+]>O1CCCC1.O1CCOCC1.O.CCCCCC.C(OCC)(=O)C>[Cl:11][C:12]1[CH:13]=[C:14]([CH:17]=[CH:18][CH:19]=1)[CH2:15][N:1]1[C:9]2[CH2:8][CH2:7][CH2:6][C:5](=[O:10])[C:4]=2[CH:3]=[CH:2]1 |f:3.4,6.7|. Procedure: 1-(3-chlorobenzyl)-4-oxo-4,5,6,7-tetrahydroindole was prepared from 1,5,6,7-tetrahydro-4H-indol-4-one and 3-chlorobenzylbromide using methodology common to the art. The pyrrole (0.5 g, 1.9 mmol) was dissolved in tetrahydrofuran (2.5 mL). Sodium hydride (0.18 g, 4.4 mmol) was added. After 5 minutes, methyl benzenesulfinate (0.48 g, 3.1 mmol) was added. The color of the mixture darkened to red as gas evolution was observed. The mixture was stirred for 1 hour. Thin layer chromatography indicated co... Reaction conditions: time 5 minute. Reactants: O=C(O)c1cc2ccccc2o1, Cn1c(N)nc2ccccc21. The reagents and catalysts are C1CCC(CC1)N=C=NC2CCCCC2 (DCC), C1=CC=C2C(=C1)N=NN2O (HOBt). Solvent: CN(C)C=O (DMF), CN(C)C=O (DMF), CN(C)C=O (DMF), CN(C)C=O (DMF), CN(C)C=O (DMF), CN(C)C=O (DMF). Reaction conditions: temperature 25 celsius, time 2 hour. Product: Cn1c(NC(=O)c2cc3ccccc3o2)nc2ccccc21. Isolated yield 85.5%. RXN SMILES: Cn1c(N)nc2ccccc21.O=C(O)c1cc2ccccc2o1.C1CCC(CC1)N=C=NC2CCCCC2.C1=CC=C2C(=C1)N=NN2O.CN(C)C=O>>Cn1c(NC(=O)c2cc3ccccc3o2)nc2ccccc21. Reactants: CN(C)C=O (DMF), [H-].[Na+] (NaH), CN(C)C=O (DMF), [N+](=O)([O-])C1=C(C2=C(C=N1)C=CO2)O (6-nitrofuro[3,2-c]pyridin-7-ol), [N+](=O)([O-])C1=C(C2=C(C=N1)C=CO2)O (6-nitrofuro[3,2-c]pyridin-7-ol), CN(C)C=O (DMF), BrCC1=CC=C(C=C1)NC(=O)C=1C(N(C=CC1)C1=CC=C(C=C1)F)=O (1-(4-fluorophenyl)-2-oxo-1,2-dihydropyridine-3-carboxylic acid (4-bromomethylphenyl)-amide). Run in O (water). Conditions: temperature 0 celsius, time 5 minute. The product is [N+](=O)([O-])C1=C(C2=C(C=N1)C=CO2)OCC2=CC=C(C=C2)NC(=O)C=2C(N(C=CC2)C2=CC=C(C=C2)F)=O (1-(4-Fluorophenyl)-2-oxo-1,2-dihydropyridine-3-carboxylic acid [4-(6-nitrofuro[3,2-c]pyridin-7-yloxymethyl)phenyl]amide). As a reaction SMILES: CN(C=O)C.[H-].[Na+].[N+:8]([C:11]1[N:16]=[CH:15][C:14]2[CH:17]=[CH:18][O:19][C:13]=2[C:12]=1[OH:20])([O-:10])=[O:9].Br[CH2:22][C:23]1[CH:28]=[CH:27][C:26]([NH:29][C:30]([C:32]2[C:33](=[O:45])[N:34]([C:38]3[CH:43]=[CH:42][C:41]([F:44])=[CH:40][CH:39]=3)[CH:35]=[CH:36][CH:37]=2)=[O:31])=[CH:25][CH:24]=1>O>[N+:8]([C:11]1[N:16]=[CH:15][C:14]2[CH:17]=[CH:18][O:19][C:13]=2[C:12]=1[O:20][CH2:22][C:23]1[CH:28]=[CH:27][C:26]([NH:29][C:30]([C:32]2[C:33](=[O:45])[N:34]([C:38]3[CH:39]=[CH:40][C:41]([F:44])=[CH:42][CH:43]=3)[CH:35]=[CH:36][CH:37]=2)=[O:31])=[CH:25][CH:24]=1)([O-:10])=[O:9] |f:1.2|. Procedure: Into a DMF (1.5 ml) suspension of NaH (11.0 mg, 60% suspension in oil, 0.275 mmol), which was cooled at 0° C. under an atmosphere of nitrogen, was added the DMF (1.5 ml) solution of 6-nitrofuro[3,2-c]pyridin-7-ol (Intermediate 7) (45.1 mg, 0.248 mmol) dropwise. The mixture was stirred at 0° C. for 5 min and was then raised to rt and stirred at rt for 30 min. Then this reaction mixture was added dropwise into the DMF (4 ml) suspension of 1-(4-fluorophenyl)-2-oxo-1,2-dihydropyridine-3-carboxylic a... Starting materials: FC(C(=O)O)(F)F.N[C@H]1CN(CC1)C1=NC(=C2N=CN(C2=N1)[C@H]1[C@@H]([C@@H]([C@H](C1)NC(COCC1=CC=CC=C1)=O)O)O)NCC(C1=CC=CC=C1)C1=CC=CC=C1 (N-{(1S,2R,3S,4R)-4-[2-((R)-3-amino-pyrrolidin-1-yl)-6-(2,2-diphenyl-ethylamino)-purin-9-yl]-2,3-dihydroxy-cyclopentyl}-2-benzyloxy-acetamide trifluoroacetate), C(C1=CC=CC=C1)N1C[C@@H](CC1)N ((R)-1-benzyl-pyrrolidin-3-ylamine), ClC1=NC(=C2N=CN(C2=N1)[C@H]1[C@@H]([C@@H]([C@H](C1)NC(=O)C1CCC1)O)O)NCC(C1=CC=CC=C1)C1=CC=CC=C1 (cyclobutanecarboxylic acid {(1S,2R,3S,4R)-4-[2-chloro-6-(2,2-diphenyl-ethylamino)-purin-9-yl]-2,3-dihydroxy-cyclopentyl}-amide), ClC1=NC(=C2N=CN(C2=N1)[C@H]1[C@@H]([C@@H]([C@H](C1)NC(=O)C1CCC1)O)O)NCC(C1=CC=CC=C1)C1=CC=CC=C1 (cyclobutanecarboxylic acid {(1S,2R,3S,4R)-4-[2-chloro-6-(2,2-diphenyl-ethylamino)-purin-9-yl]-2,3-dihydroxy-cyclopentyl}-amide). The product is FC(C(=O)O)(F)F.C(C1=CC=CC=C1)N1C[C@@H](CC1)NC1=NC(=C2N=CN(C2=N1)[C@H]1[C@@H]([C@@H]([C@H](C1)NC(=O)C1CCC1)O)O)NCC(C1=CC=CC=C1)C1=CC=CC=C1 (Cyclobutanecarboxylic acid {(1S,2R,3S,4R)-4-[2-((R)-1-benzyl-pyrrolidin-3-ylamino)-6-(2,2-diphenyl-ethylamino)-purin-9-yl]-2,3-dihydroxy-cyclopentyl}-amide trifluoroacetate). As a reaction SMILES: [F:1][C:2]([F:7])([F:6])[C:3]([OH:5])=[O:4].N[C@@H]1CCN(C2N=C3C(N=CN3[C@@H]3C[C@H](NC(=O)COCC4C=CC=CC=4)[C@@H](O)[C@H]3O)=C(NCC(C3C=CC=CC=3)C3C=CC=CC=3)N=2)C1.Cl[C:58]1[N:66]=[C:65]2[C:61]([N:62]=[CH:63][N:64]2[C@@H:67]2[CH2:71][C@H:70]([NH:72][C:73]([CH:75]3[CH2:78][CH2:77][CH2:76]3)=[O:74])[C@@H:69]([OH:79])[C@H:68]2[OH:80])=[C:60]([NH:81][CH2:82][CH:83]([C:90]2[CH:95]=[CH:94][CH:93]=[CH:92][CH:91]=2)[C:84]2[CH:89]=[CH:88][CH:87]=[CH:86][CH:85]=2)[N:59]=1.[CH2:96]([N:103]1[CH2:107][CH2:106][C@@H:105]([NH2:108])[CH2:104]1)[C:97]1[CH:102]=[CH:101][CH:100]=[CH:99][CH:98]=1>>[F:1][C:2]([F:7])([F:6])[C:3]([OH:5])=[O:4].[CH2:96]([N:103]1[CH2:107][CH2:106][C@@H:105]([NH:108][C:58]2[N:66]=[C:65]3[C:61]([N:62]=[CH:63][N:64]3[C@@H:67]3[CH2:71][C@H:70]([NH:72][C:73]([CH:75]4[CH2:78][CH2:77][CH2:76]4)=[O:74])[C@@H:69]([OH:79])[C@H:68]3[OH:80])=[C:60]([NH:81][CH2:82][CH:83]([C:84]3[CH:85]=[CH:86][CH:87]=[CH:88][CH:89]=3)[C:90]3[CH:91]=[CH:92][CH:93]=[CH:94][CH:95]=3)[N:59]=2)[CH2:104]1)[C:97]1[CH:98]=[CH:99][CH:100]=[CH:101][CH:102]=1 |f:0.1,4.5|. Procedure: This compound is prepared analogously to N-{(1S,2R,3S,4R)-4-[2-((R)-3-amino-pyrrolidin-1-yl)-6-(2,2-diphenyl-ethylamino)-purin-9-yl]-2,3-dihydroxy-cyclopentyl}-2-benzyloxy-acetamide trifluoroacetate Example 1 (Step 2) by replacing 2-benzyloxy-N-{(1S,2R,3S,4R)-4-[2-chloro-6-(2,2-diphenyl-ethylamino)-purin-9-yl]-2,3-dihydroxy-cyclopentyl}-acetamide with cyclobutanecarboxylic acid {(1S,2R,3S,4R)-4-[2-chloro-6-(2,2-diphenyl-ethylamino)-purin-9-yl]-2,3-dihydroxy-cyclopentyl}-amide (Intermediate K) an... Reactants: C[Si]([N-][Si](C)(C)C)(C)C.[Li+] (Lithium hexamethyldisilazide), N1=C(C=CC=C1)COC1=NN2C(C3=C(C=CC=C13)OCC1=NC=CC=C1)=NN=C2C2=NOC(=C2)C (6,10-Bis[(2-pyridyl)methyloxy]-3-(5-methylisoxazol-3-yl)-1,2,4-triazolo[3,4-a]phthalazine), O (Water), OCC1=NN(C=N1)C (3-hydroxymethyl-1-methyl-1,2,4-triazole), A-421210. Solvent: CN(C=O)C (N,N-dimethylformamide). Run at time 0.25 hour. Yields the product C1=NN=CC2=CC=CC=C12 (phthalazine). Isolated yield 79.7%. Reaction SMILES: C[Si](C)(C)[N-][Si](C)(C)C.[Li+].OCC1N=CN(C)N=1.N1C=CC=CC=1CO[C:27]1[C:36]2[C:31](=[C:32](OCC3C=CC=CN=3)[CH:33]=[CH:34][CH:35]=2)[C:30]2=NN=C(C3C=C(C)ON=3)[N:29]2[N:28]=1.O>CN(C)C=O>[CH:27]1[C:36]2[C:31](=[CH:32][CH:33]=[CH:34][CH:35]=2)[CH:30]=[N:29][N:28]=1 |f:0.1|. Procedure: Lithium hexamethyldisilazide (1.0M solution in hexane) (0.22 ml, 1.10 mmol) was added to stirred solution of 3-hydroxymethyl-1-methyl-1,2,4-triazole (90 mg, 0.79 mmol) prepared using the conditions of Itoh and Okongi, EP-A-421210) in N,N-dimethylformamide (10 ml) at −10° C. under nitrogen, and the mixture stirred for 0.25 h. After this time, Intermediate 6 (100 mg, 0.53 mmol) was added and the mixture stirred at −10° C. for 0.5 h and then room temperature overnight. Water was added to the reacti...